From a dataset of the Open Reaction Database (ORD), a public repository of structured organic reaction records. describe an organic reaction: reactants, conditions, products, and yield The reactants are BrC1=CC=C(C=C1)C1=CC(=C(N1C1=CC(=CC=C1)S(=O)(=O)C)C)C(=O)OCC (ethyl 5-(4-bromophenyl)-2-methyl-1-[3-(methylsulfonyl)phenyl]-1H-pyrrole-3-carboxylate), N1CCOCC1 (morpholine), C=1C=CC(=CC1)P(C=2C=CC=CC2)C3=CC=C4C=CC=CC4=C3C5=C6C=CC=CC6=CC=C5P(C=7C=CC=CC7)C=8C=CC=CC8 (BINAP), CC(C)([O-])C.[Na+] (sodium tert-butoxide). Reagents/catalysts: C=1C=CC(=CC1)/C=C/C(=O)/C=C/C2=CC=CC=C2.C=1C=CC(=CC1)/C=C/C(=O)/C=C/C2=CC=CC=C2.C=1C=CC(=CC1)/C=C/C(=O)/C=C/C2=CC=CC=C2.[Pd].[Pd] (Pd2(dba)3). Run in C1(=CC=CC=C1)C (toluene). Run at time 18 hour. The product is C(C)OC(=O)C1=C(N(C(=C1)C1=CC=C(C=C1)N1CCOCC1)C1=CC(=CC=C1)S(=O)(=O)C)C (1-(3-methanesulfonyl-phenyl)-2-methyl-5-(4-morpholin-4-yl-phenyl)-1H-pyrrole-3-carboxylic Acid Ethyl Ester). Reaction SMILES: Br[C:2]1[CH:7]=[CH:6][C:5]([C:8]2[N:12]([C:13]3[CH:18]=[CH:17][CH:16]=[C:15]([S:19]([CH3:22])(=[O:21])=[O:20])[CH:14]=3)[C:11]([CH3:23])=[C:10]([C:24]([O:26][CH2:27][CH3:28])=[O:25])[CH:9]=2)=[CH:4][CH:3]=1.[NH:29]1[CH2:34][CH2:33][O:32][CH2:31][CH2:30]1.C1C=CC(P(C2C(C3C(P(C4C=CC=CC=4)C4C=CC=CC=4)=CC=C4C=3C=CC=C4)=C3C(C=CC=C3)=CC=2)C2C=CC=CC=2)=CC=1.CC(C)([O-])C.[Na+]>C1(C)C=CC=CC=1.C1C=CC(/C=C/C(/C=C/C2C=CC=CC=2)=O)=CC=1.C1C=CC(/C=C/C(/C=C/C2C=CC=CC=2)=O)=CC=1.C1C=CC(/C=C/C(/C=C/C2C=CC=CC=2)=O)=CC=1.[Pd].[Pd]>[CH2:27]([O:26][C:24]([C:10]1[CH:9]=[C:8]([C:5]2[CH:6]=[CH:7][C:2]([N:29]3[CH2:34][CH2:33][O:32][CH2:31][CH2:30]3)=[CH:3][CH:4]=2)[N:12]([C:13]2[CH:18]=[CH:17][CH:16]=[C:15]([S:19]([CH3:22])(=[O:21])=[O:20])[CH:14]=2)[C:11]=1[CH3:23])=[O:25])[CH3:28] |f:3.4,6.7.8.9.10|. Procedure details: A mixture of Example 2 (0.05 g, 0.108 mmol), morpholine (0.023 g, 0.24 mmol), Pd2(dba)3 (0.002 g), BINAP (0.0035 g) and sodium tert-butoxide (0.017 g) in 5 mL of toluene heated to 90° C. and stirred for 18 hours. After cooling, the mixture was filtered through diatomaceous earth, concentrated under reduced pressure and purified by flash chromatography using a gradient of ethyl acetate (0-50%) in DCM to provide the titled compound. 1H NMR (CDCl3) δ ppm 1.31 (3H), 2.20 (3H), 2.80 (3H), 3.1 (4H), 3... Starting materials: ClC=1C=C2C=3N(C(C(NC3C1)=O)=O)C(CC2)CC(=O)O (9-chloro-5-carboxymethyl-6,7-dihydro-1H, 5H-pyrido[1,2,3-de]quinoxaline-2,3-dione), NC1=CC=CC=C1 (aniline). The product is ClC=1C=C2C=3N(C(C(NC3C1)=O)=O)C(CC2)CC(NC2=CC=CC=C2)=O (9-Chloro-5-phenylcarbamoylmethyl-6,7-dihydro-1H, 5H-pyrido[1,2,3-de]quinoxaline-2,3-dione). Yield: 59.7%. As a reaction SMILES: [Cl:1][C:2]1[CH:3]=[C:4]2[CH2:16][CH2:15][CH:14]([CH2:17][C:18](O)=[O:19])[N:6]3[C:7](=[O:13])[C:8](=[O:12])[NH:9][C:10]([CH:11]=1)=[C:5]23.[NH2:21][C:22]1[CH:27]=[CH:26][CH:25]=[CH:24][CH:23]=1>>[Cl:1][C:2]1[CH:3]=[C:4]2[CH2:16][CH2:15][CH:14]([CH2:17][C:18](=[O:19])[NH:21][C:22]3[CH:27]=[CH:26][CH:25]=[CH:24][CH:23]=3)[N:6]3[C:7](=[O:13])[C:8](=[O:12])[NH:9][C:10]([CH:11]=1)=[C:5]23. Procedure details: A procedure similar to that described in Example 5 was carried out with 9-chloro-5-carboxymethyl-6,7-dihydro-1H, 5H-pyrido[1,2,3-de]quinoxaline-2,3-dione (200 mg, 0.68 mmol) and aniline (200 mg, 2.15 mmol) to give 150 mg of the title compound (60%):mp >280° C.; 1H NMR (270 MHz, DMSO-d6) δ12.09 (bs, 1H), 10.02 (s, 1H), 7.57 (d, 2H, J=7.8 Hz), 7.30 (t, 2H, J=7.8 Hz), 7.14 (s, 1H), 7.06 (t, 1H, J=7.8 Hz), 7.05 (s, 1H), 5.14~5.29 (m, 1H), 3.06 (ddd, 1H, J=17.1, 13.5, 4.5 Hz), 2.82 (dm, 1H, J=17.1 Hz...